From a dataset of the Open Reaction Database (ORD), a public repository of structured organic reaction records. describe an organic reaction: reactants, conditions, products, and yield The reactants are O1C(=CC=C1)C=1OC(=C(N1)COC1=C(C=C(COC2=NN(C=C2C=O)C)C=C1)OC)C (3-[(4-{[2-(2-furyl)-5-methyl-1,3-oxazol-4-yl]methoxy}-3-methoxybenzyl)oxy]-1-methyl-1H-pyrazole-4-carbaldehyde), C(P(OCC)(OCC)=O)P(OCC)(OCC)=O (tetraethyl methylenediphosphonate), CN(C=O)C (N,N-dimethylformamide), [H-].[Na+] (sodium hydride). Run in O (Water). Reaction conditions: time 15 hour. The product is O1C(=CC=C1)C=1OC(=C(N1)COC1=C(C=C(COC2=NN(C=C2/C=C/P(OCC)(OCC)=O)C)C=C1)OC)C (diethyl (E)-2-{3-[(4-{[2-(2-furyl)-5-methyl-1,3-oxazol-4-yl]methoxy}-3-methoxybenzyl)oxy]-1-methyl-1H-pyrazol-4-yl}ethenylphosphonate). Isolated yield 54.4%. RXN SMILES: [O:1]1[CH:5]=[CH:4][CH:3]=[C:2]1[C:6]1[O:7][C:8]([CH3:31])=[C:9]([CH2:11][O:12][C:13]2[CH:28]=[CH:27][C:16]([CH2:17][O:18][C:19]3[C:23]([CH:24]=O)=[CH:22][N:21]([CH3:26])[N:20]=3)=[CH:15][C:14]=2[O:29][CH3:30])[N:10]=1.[CH2:32](P(=O)(OCC)OCC)[P:33](=[O:40])([O:37][CH2:38][CH3:39])[O:34][CH2:35][CH3:36].CN(C)C=O.[H-].[Na+]>O>[O:1]1[CH:5]=[CH:4][CH:3]=[C:2]1[C:6]1[O:7][C:8]([CH3:31])=[C:9]([CH2:11][O:12][C:13]2[CH:28]=[CH:27][C:16]([CH2:17][O:18][C:19]3[C:23](/[CH:24]=[CH:32]/[P:33](=[O:40])([O:37][CH2:38][CH3:39])[O:34][CH2:35][CH3:36])=[CH:22][N:21]([CH3:26])[N:20]=3)=[CH:15][C:14]=2[O:29][CH3:30])[N:10]=1 |f:3.4|. Procedure: To a mixture of 3-[(4-{[2-(2-furyl)-5-methyl-1,3-oxazol-4-yl]methoxy}-3-methoxybenzyl)oxy]-1-methyl-1H-pyrazole-4-carbaldehyde (0.60 g), tetraethyl methylenediphosphonate (0.43 g) and N,N-dimethylformamide (20 mL) was added sodium hydride (60% in oil, 0.070 g) at room temperature, and the mixture was stirred at the same temperature for 15 hrs. Water was poured into the reaction mixture, and the mixture was extracted with ethyl acetate. The organic layer was washed with saturated brine, dried ove... Starting materials: ClC1=NC(=NC(=N1)Cl)N1CCC(CC1)(O)C1=CC=C(C=C1)F (1-(4,6-Dichloro-1,3,5-triazin-2-yl)-4-(4-fluorophenyl)piperidin-4-ol), [OH-].[Na+] (sodium hydroxide). Product: ClC1=NC(=NC(N1)=O)N1CCC(CC1)(O)C1=CC=C(C=C1)F (6-Chloro-4-[4-(4-fluorophenyl)-4-hydroxypiperidin-1-yl]-1,3,5-triazin-2(1H)-one). Yield: 58.5%. RXN SMILES: [Cl:1][C:2]1[N:7]=[C:6](Cl)[N:5]=[C:4]([N:9]2[CH2:14][CH2:13][C:12]([C:16]3[CH:21]=[CH:20][C:19]([F:22])=[CH:18][CH:17]=3)([OH:15])[CH2:11][CH2:10]2)[N:3]=1.[OH-:23].[Na+]>>[Cl:1][C:2]1[NH:7][C:6](=[O:23])[N:5]=[C:4]([N:9]2[CH2:14][CH2:13][C:12]([C:16]3[CH:21]=[CH:20][C:19]([F:22])=[CH:18][CH:17]=3)([OH:15])[CH2:11][CH2:10]2)[N:3]=1 |f:1.2|. Procedure details: 1-(4,6-Dichloro-1,3,5-triazin-2-yl)-4-(4-fluorophenyl)piperidin-4-ol (304 mg, 0.89 mmol) synthesized in Reference Synthesis Example 12 and 1 M sodium hydroxide aqueous solution (1.80 mL, 1.80 mmol) were used to obtain the title compound (169 mg, yield 59%) by synthesis in a similar manner to Reference Synthesis Example 2. Reactants: FC=1C=C(C=C(C1)F)CC(=O)N[C@@H](C)C(=O)O (N-(3,5-difluorophenylacetyl)-L-alanine), solid, NC(C(=O)OCC)C=1SC2=C(C1)C=CC=C2 (ethyl 2-amino-2-(benzothiophen-2-yl)acetate). Product: FC=1C=C(C=C(C1)F)CC(=O)N[C@@H](C)C(=O)NC(C(=O)OCC)C=1SC2=C(C1)C=CC=C2 (Ethyl N-[N-(3,5-Difluorophenylacetyl)-L-alaninyl]-2-amino2-(benzothiophen-2-yl)acetate). RXN SMILES: [F:1][C:2]1[CH:3]=[C:4]([CH2:9][C:10]([NH:12][C@H:13]([C:15]([OH:17])=O)[CH3:14])=[O:11])[CH:5]=[C:6]([F:8])[CH:7]=1.[NH2:18][CH:19]([C:25]1[S:26][C:27]2[CH:33]=[CH:32][CH:31]=[CH:30][C:28]=2[CH:29]=1)[C:20]([O:22][CH2:23][CH3:24])=[O:21]>>[F:8][C:6]1[CH:5]=[C:4]([CH2:9][C:10]([NH:12][C@H:13]([C:15]([NH:18][CH:19]([C:25]2[S:26][C:27]3[CH:33]=[CH:32][CH:31]=[CH:30][C:28]=3[CH:29]=2)[C:20]([O:22][CH2:23][CH3:24])=[O:21])=[O:17])[CH3:14])=[O:11])[CH:3]=[C:2]([F:1])[CH:7]=1. Procedure: Following General Procedure C and using N-(3,5-difluorophenylacetyl)-L-alanine (from Example B2 above) and ethyl 2-amino-2-(benzothiophen-2-yl)acetate [CAS No. 98800-64-7], the title compound was prepared as a solid (mp=189-190° C.). The product was purified by preparative LC 2000 chromatography using 2:8 EtOAc/hexanes as the eluent. Starting materials: ClC=1C=CC(=C(C(=O)C2=CC=CC=C2)C1)N1C(=NN=C1)C (5-chloro-2-(3-methyl-4H-1,2,4-triazol-4-yl)benzophenone), BrN1C(CCC1=O)=O (N-bromosuccinimide). The solvent is C(Cl)(Cl)(Cl)Cl (carbon tetrachloride). The product is ClC=1C=CC(=C(C(=O)C2=CC=CC=C2)C1)N1C(=NN=C1Br)C (5-chloro-2-(3-methyl-5-bromo-4H-1,2,4-triazol-4-yl)benzophenone). Yield: 75.5%. RXN SMILES: [Cl:1][C:2]1[CH:3]=[CH:4][C:5]([N:16]2[CH:20]=[N:19][N:18]=[C:17]2[CH3:21])=[C:6]([CH:15]=1)[C:7]([C:9]1[CH:14]=[CH:13][CH:12]=[CH:11][CH:10]=1)=[O:8].[Br:22]N1C(=O)CCC1=O>C(Cl)(Cl)(Cl)Cl>[Cl:1][C:2]1[CH:3]=[CH:4][C:5]([N:16]2[C:20]([Br:22])=[N:19][N:18]=[C:17]2[CH3:21])=[C:6]([CH:15]=1)[C:7]([C:9]1[CH:10]=[CH:11][CH:12]=[CH:13][CH:14]=1)=[O:8]. Procedure: To a suspension of 4.5 g of 5-chloro-2-(3-methyl-4H-1,2,4-triazol-4-yl)benzophenone in 450 ml of carbon tetrachloride was added 3.1 g of N-bromosuccinimide and the mixture was heated under reflux for 3 hours. Then, the reaction mixture was filtered and the filtrate was cooled. The resulting crystals were filtered, washed with carbon tetrachloride and dried to obtain 4.3 g of brown 5-chloro-2-(3-methyl-5-bromo-4H-1,2,4-triazol-4-yl)benzophenone. A part of the product thus obtained was recrystalli... Starting materials: COc1cc(F)c(C=O)cc1OC, O=S(=O)(O)O. Yields the product COc1cc(F)c(C=O)cc1O. Reaction SMILES: [CH3:1][O:2][c:3]1[cH:4][c:5]([CH:6]=[O:7])[c:8]([F:13])[cH:9][c:10]1[O:11][CH3:12].[S:14](=[O:15])(=[O:16])([OH:17])[OH:18]>>[OH:2][c:3]1[cH:4][c:5]([CH:6]=[O:7])[c:8]([F:13])[cH:9][c:10]1[O:11][CH3:12]. The reactants are ClC1=CC=CC2=C1C(N1[C@H](C=3N2C=NC3C(=O)N3C=NC=C3)CCC1)=O (1-[[(S)-8-chloro-11,12,13,13a-tetrahydro-9-oxo-9H-imidazo[1,5-a]pyrrolo[2,1-c][1,4]benzodiazepin-1-yl]carbonyl]imidazole), C([O-])([O-])=O.[K+].[K+] (potassium carbonate), COC1=CC(O)=CC=C1 (resorcinol monomethyl ether), CN(C=O)C (dimethylformamide). The solvent is O (water). Conditions: time 2 day. Yields the product ClC1=CC=CC2=C1C(N1[C@H](C=3N2C=NC3C(=O)OC3=CC(=CC=C3)OC)CCC1)=O (m-methoxyphenyl (S)-8-chloro-11,12,13,13a-tetrahydro-9-oxo-9H-imidazo[1,5-a]pyrrolo[2,1-c][1,4]benzodiazepine-1-carboxylate). Reaction SMILES: [Cl:1][C:2]1[C:7]2[C:8](=[O:26])[N:9]3[CH2:25][CH2:24][CH2:23][C@H:10]3[C:11]3[N:12]([CH:13]=[N:14][C:15]=3[C:16](N3C=CN=C3)=[O:17])[C:6]=2[CH:5]=[CH:4][CH:3]=1.C(=O)([O-])[O-].[K+].[K+].[CH3:33][O:34][C:35]1[CH:41]=[CH:40][CH:39]=[C:37]([OH:38])[CH:36]=1.CN(C)C=O>O>[Cl:1][C:2]1[C:7]2[C:8](=[O:26])[N:9]3[CH2:25][CH2:24][CH2:23][C@H:10]3[C:11]3[N:12]([CH:13]=[N:14][C:15]=3[C:16]([O:38][C:37]3[CH:39]=[CH:40][CH:41]=[C:35]([O:34][CH3:33])[CH:36]=3)=[O:17])[C:6]=2[CH:5]=[CH:4][CH:3]=1 |f:1.2.3|. Procedure: A mixture of 3.0 g (8.2 mmol) of 1-[[(S)-8-chloro-11,12,13,13a-tetrahydro-9-oxo-9H-imidazo[1,5-a]pyrrolo[2,1-c][1,4]benzodiazepin-1-yl]carbonyl]imidazole, 1.59 g (11.5 mmol) of powdered potassium carbonate, 1.43 g (11.5 mmol) of resorcinol monomethyl ether and 20 ml of dry dimethylformamide is stirred at room temperature for 2 days, then poured into 60 ml of water and extracted three times with methylene chloride. The organic extracts are washed once with saturated sodium chloride solution, drie... Starting materials: ClC(Cl)(OC(OC(Cl)(Cl)Cl)=O)Cl (triphosgene), CN(NC(=O)NCC1=C(C=CC(=C1)C1=CC=CC=C1)C)C (1,1-dimethyl-4-(2-methyl-5-phenylbenzyl)semicarbazide), C(C)(=O)OCC (ethyl acetate), compound 7. Solvent: C(Cl)Cl (methylene chloride), C(Cl)Cl (methylene chloride). Conditions: time 1 hour. Yields the product ClC=1N(C(N(N1)C)=O)CC1=C(C=CC(=C1)C1=CC=CC=C1)C (5-chloro-2-methyl-4-(2-methyl-5-phenylbenzyl)-2,4-dihydro-3H-1,2,4-triazol-3-one). As a reaction SMILES: Cl[C:2]([Cl:12])(OC(=O)OC(Cl)(Cl)Cl)Cl.C[N:14](C)[NH:15][C:16]([NH:18][CH2:19][C:20]1[CH:25]=[C:24]([C:26]2[CH:31]=[CH:30][CH:29]=[CH:28][CH:27]=2)[CH:23]=[CH:22][C:21]=1[CH3:32])=[O:17].[C:34](OCC)(=O)C>C(Cl)Cl>[Cl:12][C:2]1[N:18]([CH2:19][C:20]2[CH:25]=[C:24]([C:26]3[CH:31]=[CH:30][CH:29]=[CH:28][CH:27]=3)[CH:23]=[CH:22][C:21]=2[CH3:32])[C:16](=[O:17])[N:15]([CH3:34])[N:14]=1. Procedure details: To a solution of 9.24 g (31.1 mmol) of triphosgene in 50 ml of methylene chloride was added dropwise a solution of 4.41 g (15.6 mmol) of 1,1-dimethyl-4-(2-methyl-5-phenylbenzyl)semicarbazide (produced in the following Reference Production Example 15) in 35 ml of methylene chloride with ice-cooling. The mixture was removed from an ice bath, allowed to warm to room temperature, and heated under reflux for 6 hours. After allowing to cool to room temperature, the reaction mixture was poured into 300... Starting materials: C(#C)C=1SC(=CC1)C (2-Ethynyl-5-methylthiophene), C(C)(C)NC(C)C (diisopropylamine), IC1=CC=C(C=C1)\C(=C/COC1=CC(=C(OCC(=O)OC)C=C1)C)\C1=CC=C(C=C1)C(F)(F)F (methyl (Z)-[4-[3-(4-iodophenyl)-3-(4-trifluoromethylphenyl)allyloxy]-2-methylphenoxy]acetate). The reagents and catalysts are [Cu]I (copper(I) iodide), Cl[Pd]([P](C1=CC=CC=C1)(C2=CC=CC=C2)C3=CC=CC=C3)([P](C4=CC=CC=C4)(C5=CC=CC=C5)C6=CC=CC=C6)Cl (bis(triphenylphosphine)palladium(II) dichloride). Solvent: O1CCCC1 (tetrahydrofuran). Run at time 19 hour. Product: CC1=C(OCC(=O)OC)C=CC(=C1)OC\C=C(\C1=CC=C(C=C1)C(F)(F)F)/C1=CC=C(C=C1)C#CC=1SC(=CC1)C (methyl (E)-[2-methyl-4-[3-[4-[(5-methylthiophen-2-yl)ethynyl]phenyl]-3-(4-trifluoromethylphenyl)allyloxy]phenoxy]acetate). RXN SMILES: [C:1]([C:3]1[S:4][C:5]([CH3:8])=[CH:6][CH:7]=1)#[CH:2].C(NC(C)C)(C)C.I[C:17]1[CH:22]=[CH:21][C:20](/[C:23](/[C:40]2[CH:45]=[CH:44][C:43]([C:46]([F:49])([F:48])[F:47])=[CH:42][CH:41]=2)=[CH:24]\[CH2:25][O:26][C:27]2[CH:38]=[CH:37][C:30]([O:31][CH2:32][C:33]([O:35][CH3:36])=[O:34])=[C:29]([CH3:39])[CH:28]=2)=[CH:19][CH:18]=1>O1CCCC1.[Cu]I.Cl[Pd](Cl)([P](C1C=CC=CC=1)(C1C=CC=CC=1)C1C=CC=CC=1)[P](C1C=CC=CC=1)(C1C=CC=CC=1)C1C=CC=CC=1>[CH3:39][C:29]1[CH:28]=[C:27]([O:26][CH2:25]/[CH:24]=[C:23](\[C:20]2[CH:19]=[CH:18][C:17]([C:2]#[C:1][C:3]3[S:4][C:5]([CH3:8])=[CH:6][CH:7]=3)=[CH:22][CH:21]=2)/[C:40]2[CH:45]=[CH:44][C:43]([C:46]([F:49])([F:48])[F:47])=[CH:42][CH:41]=2)[CH:38]=[CH:37][C:30]=1[O:31][CH2:32][C:33]([O:35][CH3:36])=[O:34] |^1:59,78|. Reported procedure: 2-Ethynyl-5-methylthiophene (161 mg, 1.32 mmol) and diisopropylamine (0.43 mL, 3.10 mmol) were added to a solution of methyl (Z)-[4-[3-(4-iodophenyl)-3-(4-trifluoromethylphenyl)allyloxy]-2-methylphenoxy]acetate (384 mg, 0.659 mmol; example 4) in tetrahydrofuran (10 mL). The mixture was degassed and copper(I) iodide (10 mg, 0.053 mmol) and bis(triphenylphosphine)palladium(II) dichloride (23 mg, 0.033 mmol) were added. The reaction mixture was stirred at ambient temperature for 19 h and subsequent...